The task is: describe an organic reaction: reactants, conditions, products, and yield. This data is from the Open Reaction Database (ORD), a public repository of structured organic reaction records. Starting materials: OCC=1C(=NSN1)C1=CC=C(C#N)C=C1 (4-[4-(hydroxymethyl)-1,2,5-thiadiazol-3-yl]benzonitrile). Reagents/catalysts: O=[Mn]=O (MnO2). Solvent: ClCCl (dichloromethane). Reaction conditions: temperature 40 celsius, time 1.5 hour. Product: C(=O)C=1C(=NSN1)C1=CC=C(C#N)C=C1 (4-(4-formyl-1,2,5-thiadiazol-3-yl)benzonitrile). Yield: 49.5%. RXN SMILES: [OH:1][CH2:2][C:3]1[C:4]([C:8]2[CH:15]=[CH:14][C:11]([C:12]#[N:13])=[CH:10][CH:9]=2)=[N:5][S:6][N:7]=1>ClCCl.O=[Mn]=O>[CH:2]([C:3]1[C:4]([C:8]2[CH:15]=[CH:14][C:11]([C:12]#[N:13])=[CH:10][CH:9]=2)=[N:5][S:6][N:7]=1)=[O:1]. Procedure details: A mixture of 4-[4-(hydroxymethyl)-1,2,5-thiadiazol-3-yl]benzonitrile (230 mg, 1.06 mmol, 1.00 equiv) and MnO2 (922 mg, 10.61 mmol, 10.02 equiv) in dichloromethane (20 mL) was stirred at 40° C. for 1.5 h. The reaction was cooled to room temperature and the solids were removed by filtration. The filtrate was concentrated under vacuum and the residue was purified on a silica gel column eluted with 2.5-5% of ethyl acetate in petroleum ether to give 113 mg (50%) of 4-(4-formyl-1,2,5-thiadiazol-3-yl)b... The reactants are ClC1=NC2=CC=C(C=C2C=C1C(=O)O)Cl (2,6-dichloroquinoline-3-carboxylic acid), NC(C(=O)O)CNC(C1=CC=CC=C1)=O (2-amino-3-benzoylamino-propionic acid). Product: C(C1=CC=CC=C1)(=O)NCC(C(=O)O)NC1=NC2=CC=C(C=C2C=C1C(=O)O)Cl (2-(2-Benzoylamino-1-carboxy-ethylamino)-6-chloro-quinoline-3-carboxylic acid). As a reaction SMILES: Cl[C:2]1[C:11]([C:12]([OH:14])=[O:13])=[CH:10][C:9]2[C:4](=[CH:5][CH:6]=[C:7]([Cl:15])[CH:8]=2)[N:3]=1.[NH2:16][CH:17]([CH2:21][NH:22][C:23](=[O:30])[C:24]1[CH:29]=[CH:28][CH:27]=[CH:26][CH:25]=1)[C:18]([OH:20])=[O:19]>>[C:23]([NH:22][CH2:21][CH:17]([NH:16][C:2]1[C:11]([C:12]([OH:14])=[O:13])=[CH:10][C:9]2[C:4](=[CH:5][CH:6]=[C:7]([Cl:15])[CH:8]=2)[N:3]=1)[C:18]([OH:20])=[O:19])(=[O:30])[C:24]1[CH:25]=[CH:26][CH:27]=[CH:28][CH:29]=1. Procedure details: In close analogy to the procedure described in Example 32, 2,6-dichloroquinoline-3-carboxylic acid is reacted with 2-amino-3-benzoylamino-propionic acid to provide the title compound in good yield. Reaction conditions: time 20 minute. Procedure: To a solution of diisopropylamine (200 μL, 1.42 mmol) in THF (0.5 mL) at −78° C. was added n-BuLi (556 μL, 1.42 mmol, 2.5 M in hexanes) and the resulting mixture stirred for 20 min. The resulting solution was added to a suspension of [5-(2-ethylbenzoimidazol-1-yl)-7-morpholin-4-ylthiazolo[5,4-d]pyrimidin-2-ylmethyl]phosphonic acid dimethyl ester (620 mg, 1.27 mmol) in THF (11 mL) at −78° C. The resulting mixture was warmed to r.t. before a solution of 3-oxo-azetidine-1-carboxylic acid tert-butyl... Yields the product C(C)(C)(C)OC(=O)N1CC(C1)=CC=1SC=2N=C(N=C(C2N1)N1CCOCC1)N1C(=NC2=C1C=CC=C2)CC (3-[5-(2-Ethylbenzoimidazol-1-yl)-7-morpholin-4-ylthiazolo[5,4-d]pyrimidin-2-ylmethylene]azetidine-1-carboxylic acid tert-butyl ester). Reactants: C(C)(C)NC(C)C (diisopropylamine), [Li]CCCC (n-BuLi), COP(OC)(=O)CC=1SC=2N=C(N=C(C2N1)N1CCOCC1)N1C(=NC2=C1C=CC=C2)CC ([5-(2-ethylbenzoimidazol-1-yl)-7-morpholin-4-ylthiazolo[5,4-d]pyrimidin-2-ylmethyl]phosphonic acid dimethyl ester), C(C)(C)(C)OC(=O)N1CC(C1)=O (3-oxo-azetidine-1-carboxylic acid tert-butyl ester). RXN SMILES: C(NC(C)C)(C)C.[Li]CCCC.COP([CH2:19][C:20]1[S:21][C:22]2[N:23]=[C:24]([N:35]3[C:39]4[CH:40]=[CH:41][CH:42]=[CH:43][C:38]=4[N:37]=[C:36]3[CH2:44][CH3:45])[N:25]=[C:26]([N:29]3[CH2:34][CH2:33][O:32][CH2:31][CH2:30]3)[C:27]=2[N:28]=1)(=O)OC.[C:46]([O:50][C:51]([N:53]1[CH2:56][C:55](=O)[CH2:54]1)=[O:52])([CH3:49])([CH3:48])[CH3:47]>C1COCC1>[C:46]([O:50][C:51]([N:53]1[CH2:56][C:55](=[CH:19][C:20]2[S:21][C:22]3[N:23]=[C:24]([N:35]4[C:39]5[CH:40]=[CH:41][CH:42]=[CH:43][C:38]=5[N:37]=[C:36]4[CH2:44][CH3:45])[N:25]=[C:26]([N:29]4[CH2:34][CH2:33][O:32][CH2:31][CH2:30]4)[C:27]=3[N:28]=2)[CH2:54]1)=[O:52])([CH3:49])([CH3:47])[CH3:48]. Solvent: C1CCOC1 (THF), C1CCOC1 (THF), C1CCOC1 (THF). Reactants: ClC=1C(N(C=C(N1)Cl)C(CC)CC)=O (3,5-dichloro-1-(1-ethylpropyl)-2(1H)-pyrazinone), Cl.COC=1C=C2CCNC2=C(C1)C (5-methoxy-7-methylindoline hydrochloride). Product: ClC=1N=C(C(N(C1)C(CC)CC)=O)N1CCC2=CC(=CC(=C12)C)OC (5-Chloro-1-(1-ethylpropyl)-3-(5-methoxy-7-methyl-2,3-dihydro-1H-indol-1-yl)-2(1H)-pyrazinone). Reaction SMILES: Cl[C:2]1[C:3](=[O:14])[N:4]([CH:9]([CH2:12][CH3:13])[CH2:10][CH3:11])[CH:5]=[C:6]([Cl:8])[N:7]=1.Cl.[CH3:16][O:17][C:18]1[CH:19]=[C:20]2[C:24](=[C:25]([CH3:27])[CH:26]=1)[NH:23][CH2:22][CH2:21]2>>[Cl:8][C:6]1[N:7]=[C:2]([N:23]2[C:24]3[C:20](=[CH:19][C:18]([O:17][CH3:16])=[CH:26][C:25]=3[CH3:27])[CH2:21][CH2:22]2)[C:3](=[O:14])[N:4]([CH:9]([CH2:12][CH3:13])[CH2:10][CH3:11])[CH:5]=1 |f:1.2|. Procedure details: Prepared in a similar fashion as described for Example 413 using 3,5-dichloro-1-(1-ethylpropyl)-2(1H)-pyrazinone and 5-methoxy-7-methylindoline hydrochloride as the starting materials. mp 164–165° C.; 1H NMR (300 MHz, CDCl3): δ 6.67 (s, 1 H), 6.66 (s, 1 H), 6.59 (d, J=2.2 Hz, 1 H), 4.82–4.80 (m, 1 H), 4.39 (t, J=7.9 Hz, 2 H), 3.79 (s, 3 H), 3.05 (t, J=7.7 Hz, 2 H), 2.06 (s, 3 H), 1.84–1.73 (m, 2 H), 1.70–1.59 (m, 2 H), 0.89 (t, J=7.3 Hz, 6 H); HRMS (ESI) calcd for C19H25N3O2Cl (M+H)+: 362.1635; ... Yields the product C(C1=CC=CC=C1)N1[C@@]2([C@@H](CC[C@H]1[C@@H](C2)C=2N=NN(N2)CC(C)(C)O)OCC2=CC(=CC(=C2)C(F)(F)F)C(F)(F)F)C2=CC=CC=C2 ((1R*,2R*,5S*,6R*)-8-Benzyl-2-{[3,5-bis(trifluoromethyl)phenyl]methoxy}-6-[2-(2-hydroxy-2-methylpropyl)-2H-tetrazol-5-yl]-1-phenyl-8-azabicyclo[3.2.1]octane). Conditions: temperature 0 celsius. Procedure details: Methylmagnesium bromide (3.0M solution in THF, 0.7 ml, 2.1 mmol) was added dropwise to a −78° C. solution of (1R*12R*,5S*,6R*)-8-benzyl-2-{[3,5-bis(trifluoromethyl)phenyl]methoxy}-6-[2-(2-oxopropyl)-2H-tetrazol-5-yl]-1-phenyl-8-azabicyclo[3.2.1]octane (Compound 3i in Table 3; 1.1 g, 1.7 mmol) in THF (25 ml). The mixture was warmed to 0° C. for 30 minutes then quenched by addition of saturated ammonium chloride. The mixture was partitioned between ethyl acetate and brine. The organic layer was se... Run in C1CCOC1 (THF). Yield: 38.3%. RXN SMILES: [CH3:1][Mg]Br.[CH2:4]([N:11]1[C@@H:16]2[C@H:17]([C:19]3[N:20]=[N:21][N:22]([CH2:24][C:25](=[O:27])[CH3:26])[N:23]=3)[CH2:18][C@@:12]1([C:44]1[CH:49]=[CH:48][CH:47]=[CH:46][CH:45]=1)[C@H:13]([O:28][CH2:29][C:30]1[CH:35]=[C:34]([C:36]([F:39])([F:38])[F:37])[CH:33]=[C:32]([C:40]([F:43])([F:42])[F:41])[CH:31]=1)[CH2:14][CH2:15]2)[C:5]1[CH:10]=[CH:9][CH:8]=[CH:7][CH:6]=1>C1COCC1>[CH2:4]([N:11]1[C@@H:16]2[C@H:17]([C:19]3[N:20]=[N:21][N:22]([CH2:24][C:25]([OH:27])([CH3:1])[CH3:26])[N:23]=3)[CH2:18][C@@:12]1([C:44]1[CH:49]=[CH:48][CH:47]=[CH:46][CH:45]=1)[C@H:13]([O:28][CH2:29][C:30]1[CH:35]=[C:34]([C:36]([F:37])([F:38])[F:39])[CH:33]=[C:32]([C:40]([F:42])([F:43])[F:41])[CH:31]=1)[CH2:14][CH2:15]2)[C:5]1[CH:10]=[CH:9][CH:8]=[CH:7][CH:6]=1. The reactants are C[Mg]Br (Methylmagnesium bromide), C(C1=CC=CC=C1)N1[C@@]2([C@@H](CC[C@H]1[C@@H](C2)C=2N=NN(N2)CC(C)=O)OCC2=CC(=CC(=C2)C(F)(F)F)C(F)(F)F)C2=CC=CC=C2 ((1R*,2R*,5S*,6R*)-8-benzyl-2-{[3,5-bis(trifluoromethyl)phenyl]methoxy}-6-[2-(2-oxopropyl)-2H-tetrazol-5-yl]-1-phenyl-8-azabicyclo[3.2.1]octane), C(C1=CC=CC=C1)N1[C@@]2([C@@H](CC[C@H]1[C@@H](C2)C=2N=NN(N2)CC(C)=O)OCC2=CC(=CC(=C2)C(F)(F)F)C(F)(F)F)C2=CC=CC=C2 ((1R*,2R*,5S*,6R*)-8-benzyl-2-{[3,5-bis(trifluoromethyl)phenyl]methoxy}-6-[2-(2-oxopropyl)-2H-tetrazol-5-yl]-1-phenyl-8-azabicyclo[3.2.1]octane). Reactants: C(C1=CC=CC=C1)C1(CCC(CC1)=O)N(C)C (4-benzyl-4-dimethylamino-cyclohexanone), Cl.CN (methylamine hydrochloride), [OH-].[Na+] (sodium hydroxide), C(C)(=O)O[BH-](OC(C)=O)OC(C)=O.[Na+] (sodium triacetoxyborohydride). Solvent: O1CCCC1 (tetrahydrofuran), C(C)(=O)O (acetic acid), C(C)N(CC)CC (triethylamine). Run at time 8 hour. The product is C(C1=CC=CC=C1)C1(CCC(CC1)NC)N(C)C (1-benzyl-N,N,N′-trimethyl-cyclohexane-1,4-diamine). The yield is 41.7%. Reaction SMILES: [CH2:1]([C:8]1([N:15]([CH3:17])[CH3:16])[CH2:13][CH2:12][C:11](=O)[CH2:10][CH2:9]1)[C:2]1[CH:7]=[CH:6][CH:5]=[CH:4][CH:3]=1.Cl.[CH3:19][NH2:20].C(O[BH-](OC(=O)C)OC(=O)C)(=O)C.[Na+].[OH-].[Na+]>O1CCCC1.C(O)(=O)C.C(N(CC)CC)C>[CH2:1]([C:8]1([N:15]([CH3:17])[CH3:16])[CH2:13][CH2:12][CH:11]([NH:20][CH3:19])[CH2:10][CH2:9]1)[C:2]1[CH:7]=[CH:6][CH:5]=[CH:4][CH:3]=1 |f:1.2,3.4,5.6|. Procedure details: 15.0 g 4-benzyl-4-dimethylamino-cyclohexanone (see example 3) were dissolved in 225 ml analytical grade tetrahydrofuran, and 4.38 g methylamine hydrochloride, 8.9 ml triethylamine and 8.40 ml glacial acetic acid were added, while stirring in an ice-bath. 19.2 g sodium triacetoxyborohydride were then added in portions in the course of 15 minutes and the mixture was subsequently stirred overnight. For working up, 110 ml two molar sodium hydroxide solution were added dropwise (pH>10) and the mixtur...